This data is from the Open Reaction Database (ORD), a public repository of structured organic reaction records. The task is: describe an organic reaction: reactants, conditions, products, and yield The reactants are Cc1noc(-c2cccc(NC(=O)O)c2)n1, CN(C)C=O, CC#N, CCCCCC, CC1(C)Oc2ccc(C#N)cc2C(N)C1O. Product: Cc1noc(-c2cccc(NC(=O)NC3c4cc(C#N)ccc4OC(C)(C)C3O)c2)n1. As a reaction SMILES: [CH3:17][c:18]1[n:19][o:20][c:21](-[c:23]2[cH:24][c:25]([NH:29][C:30]([OH:31])=[O:32])[cH:26][cH:27][cH:28]2)[n:22]1.[CH3:33][N:34]([CH3:35])[CH:36]=[O:37].[CH3:38][C:39]#[N:40].[CH3:41][CH2:42][CH2:43][CH2:44][CH2:45][CH3:46].[NH2:1][CH:2]1[CH:3]([OH:16])[C:4]([CH3:14])([CH3:15])[O:5][c:6]2[c:7]1[cH:8][c:9]([C:12]#[N:13])[cH:10][cH:11]2>>[NH:1]([CH:2]1[CH:3]([OH:16])[C:4]([CH3:14])([CH3:15])[O:5][c:6]2[c:7]1[cH:8][c:9]([C:12]#[N:13])[cH:10][cH:11]2)[C:30]([NH:29][c:25]1[cH:24][c:23](-[c:21]2[o:20][n:19][c:18]([CH3:17])[n:22]2)[cH:28][cH:27][cH:26]1)=[O:31]. Reactants: NC=1SC2=C(N1)C(=CC(=C2)C)Br (2-amino-4-bromo-6-methylbenzothiazole), Br(=O)(=O)O (bromic acid), BrBr (bromine), N(=O)[O-].[Na+] (sodium nitrite), [OH-].[Na+] (sodium hydroxide). The solvent is aqueous solution. Run at time 2 hour. The product is BrC=1SC2=C(N1)C(=CC(=C2)C)Br (2,4-dibromo-6-methylbenzothiazole), liquid. Isolated yield 91.0%. RXN SMILES: N[C:2]1[S:3][C:4]2[CH:10]=[C:9]([CH3:11])[CH:8]=[C:7]([Br:12])[C:5]=2[N:6]=1.[Br:13](O)(=O)=O.BrBr.N([O-])=O.[Na+].[OH-].[Na+]>>[Br:13][C:2]1[S:3][C:4]2[CH:10]=[C:9]([CH3:11])[CH:8]=[C:7]([Br:12])[C:5]=2[N:6]=1 |f:3.4,5.6|. Reported procedure: 4.7 g of 2-amino-4-bromo-6-methylbenzothiazole, 14 ml of 48% bromic acid solution and 10 g of bromine were introduced into a reaction vessel while keeping the temperature at 10° C. To this mixture was slowly added dropwise 10 ml of aqueous solution containing 3.5 g of sodium nitrite at 0° C. and the whole mixture was stirred for 2 hours. Then, 15 ml of 40% sodium hydroxide solution was slowly added dropwise while keeping the temperature below 20° C. and the reaction mixture was stirred for one h... The reactants are CCOC(=O)c1cnccc1OCC, COc1ccc2c(c1)C(COS(=O)(=O)c1ccc(C)cc1)=C2, CCO. Product: CCOC(=O)c1c[n+](CC2=Cc3ccc(OC)cc32)ccc1OCC, Cc1ccc(S(=O)(=O)[O-])cc1. Reaction SMILES: [CH2:1]([CH3:2])[O:3][C:4]([c:5]1[cH:6][n:7][cH:8][cH:9][c:10]1[O:11][CH2:12][CH3:13])=[O:14].[CH3:15][O:16][c:17]1[cH:18][cH:19][c:20]2[c:21]([cH:36]1)[C:22]([CH2:24][O:25][S:26](=[O:27])(=[O:28])[c:29]1[cH:30][cH:31][c:32]([CH3:35])[cH:33][cH:34]1)=[CH:23]2.[CH3:37][CH2:38][OH:39]>>[CH2:1]([CH3:2])[O:3][C:4]([c:5]1[cH:6][n+:7]([CH2:24][C:22]2=[CH:23][c:20]3[cH:19][cH:18][c:17]([O:16][CH3:15])[cH:36][c:21]32)[cH:8][cH:9][c:10]1[O:11][CH2:12][CH3:13])=[O:14].[O:25]=[S:26](=[O:27])([O-:28])[c:29]1[cH:30][cH:31][c:32]([CH3:35])[cH:33][cH:34]1. Solvent: O (water), C1CCOC1 (THF), O (water). The yield is 72.5%. Procedure details: A mixture of 4-(1-methoxycarbonylethyl)-piperidine-1-carboxylic acid tert-butyl ester (40 g crude from last step, about 0.15 mol), LiOH (12.6 g, 0.3 mol) in water (200 mL) and THF (400 mL) was heated to reflux for 4 hours. The cooled mixture was diluted with water (200 mL) and washed with Et2O (200 mL×2). The aqueous layer was acidified with HCl (10%) at 0° C. to pH3-4. The mixture was extracted with Et2O (200 mL×3) and the combined extracts were washed with brine, dried and concentrated to give... RXN SMILES: [C:1]([O:5][C:6]([N:8]1[CH2:13][CH2:12][CH:11]([CH:14]([C:16]([O:18]C)=[O:17])[CH3:15])[CH2:10][CH2:9]1)=[O:7])([CH3:4])([CH3:3])[CH3:2].[Li+].[OH-]>O.C1COCC1>[C:1]([O:5][C:6]([N:8]1[CH2:13][CH2:12][CH:11]([CH:14]([C:16]([OH:18])=[O:17])[CH3:15])[CH2:10][CH2:9]1)=[O:7])([CH3:2])([CH3:3])[CH3:4] |f:1.2|. Starting materials: C(C)(C)(C)OC(=O)N1CCC(CC1)C(C)C(=O)OC (4-(1-methoxycarbonylethyl)-piperidine-1-carboxylic acid tert-butyl ester), [Li+].[OH-] (LiOH). The product is C(C)(C)(C)OC(=O)N1CCC(CC1)C(C)C(=O)O (4-(1-Carboxy-ethyl)-piperidine-1-carboxylic acid tert-butyl ester). The reactants are CS(C)=O, CC(=O)c1csc(-c2ccc(Cl)c(Cl)c2)c1O, NNC(=O)c1ccc2nccnc2c1. Product: CC(=NNC(=O)c1ccc2nccnc2c1)c1csc(-c2ccc(Cl)c(Cl)c2)c1O. As a reaction SMILES: [CH3:32][S:33]([CH3:34])=[O:35].[Cl:1][c:2]1[cH:3][c:4](-[c:9]2[s:10][cH:11][c:12]([C:15](=[O:16])[CH3:17])[c:13]2[OH:14])[cH:5][cH:6][c:7]1[Cl:8].[n:18]1[cH:19][cH:20][n:21][c:22]2[cH:23][c:24]([C:28](=[O:29])[NH:30][NH2:31])[cH:25][cH:26][c:27]12>>[Cl:1][c:2]1[cH:3][c:4](-[c:9]2[s:10][cH:11][c:12]([C:15]([CH3:17])=[N:31][NH:30][C:28]([c:24]3[cH:23][c:22]4[n:21][cH:20][cH:19][n:18][c:27]4[cH:26][cH:25]3)=[O:29])[c:13]2[OH:14])[cH:5][cH:6][c:7]1[Cl:8]. The reactants are Example 1 ( A ), C1(CCCCC1)C1=NN=C2CC(N(C3=C(N12)C=CC=C3)CC(=O)N(C=3C=NC(=CC3)OC)C(C)C)=O (2-(1-cyclohexyl-5-oxo-4,5-dihydro-2,3,6,10b-tetraaza-benzo[e]azulen-6-yl)-N-isopropyl-N-(6-methoxy-pyridin-3-yl)-acetamide), N1C=C(C2=CC=CC=C12)C=O (1H-indole-3-carbaldehyde). Yields the product C1(CCCCC1)C1=NN=C2C(C(N(C3=C(N12)C=CC=C3)CC(=O)N(C=3C=NC(=CC3)OC)C(C)C)=O)=CC3=CNC1=CC=CC=C31 (2-[1-cyclohexyl-4-(1H-indol-3-ylmethylene)-5-oxo-4,5-dihydro-2,3,6,10b-tetraaza-benzo[e]azulen-6-yl]-N-isopropyl-N-(6-methoxy-pyridin-3-yl)-acetamide). Yield: 64.0%. As a reaction SMILES: [CH:1]1([C:7]2[N:16]3[C:10]([CH2:11][C:12](=[O:36])[N:13]([CH2:21][C:22]([N:24]([CH:33]([CH3:35])[CH3:34])[C:25]4[CH:26]=[N:27][C:28]([O:31][CH3:32])=[CH:29][CH:30]=4)=[O:23])[C:14]4[CH:20]=[CH:19][CH:18]=[CH:17][C:15]=43)=[N:9][N:8]=2)[CH2:6][CH2:5][CH2:4][CH2:3][CH2:2]1.[NH:37]1[C:45]2[C:40](=[CH:41][CH:42]=[CH:43][CH:44]=2)[C:39]([CH:46]=O)=[CH:38]1>>[CH:1]1([C:7]2[N:16]3[C:10]([C:11](=[CH:46][C:39]4[C:40]5[C:45](=[CH:44][CH:43]=[CH:42][CH:41]=5)[NH:37][CH:38]=4)[C:12](=[O:36])[N:13]([CH2:21][C:22]([N:24]([CH:33]([CH3:34])[CH3:35])[C:25]4[CH:26]=[N:27][C:28]([O:31][CH3:32])=[CH:29][CH:30]=4)=[O:23])[C:14]4[CH:20]=[CH:19][CH:18]=[CH:17][C:15]=43)=[N:9][N:8]=2)[CH2:6][CH2:5][CH2:4][CH2:3][CH2:2]1. Procedure details: Following the procedure described for Example 1 (A), Step A, 2-(1-cyclohexyl-5-oxo-4,5-dihydro-2,3,6,10b-tetraaza-benzo[e]azulen-6-yl)-N-isopropyl-N-(6-methoxy-pyridin-3-yl)-acetamide (Preparation 8(A)) (90 mg, 0.184 mmol) was condensed with 1H-indole-3-carbaldehyde (32 mg, 0.221 mmol). Purification by medium pressure chromatography eluting with a solvent gradient (10% EtOAc in hexanes to 100% EtOAc) yielded 72.5 mg of 2-[1-cyclohexyl-4-(1H-indol-3-ylmethylene)-5-oxo-4,5-dihydro-2,3,6,10b-tetraa...